Dataset: the Open Reaction Database (ORD), a public repository of structured organic reaction records. Task: describe an organic reaction: reactants, conditions, products, and yield Starting materials: FC(S(=O)(=O)OS(=O)(=O)C(F)(F)F)(F)F (trifluoromethanesulfonic anhydride), FC(CCCO)(C(F)(F)F)F (4,4,5,5,5-pentafluoropentanol), ice water. Conditions: time 2 hour. The product is FC(S(=O)(=O)OCCCC(C(F)(F)F)(F)F)(F)F (4,4,5,5,5-pentafluoropentyl trifluoromethanesulfonate). The yield is 33.3%. RXN SMILES: FC(F)(F)S([O:6][S:7]([C:10]([F:13])([F:12])[F:11])(=[O:9])=[O:8])(=O)=O.[F:16][C:17]([F:26])([C:22]([F:25])([F:24])[F:23])[CH2:18][CH2:19][CH2:20]O>>[F:13][C:10]([F:11])([F:12])[S:7]([O:6][CH2:20][CH2:19][CH2:18][C:17]([F:26])([F:16])[C:22]([F:25])([F:24])[F:23])(=[O:8])=[O:9]. Reported procedure: At 0° C., 18.6 g of trifluoromethanesulfonic anhydride was added dropwise to 10.7 g of 4,4,5,5,5-pentafluoropentanol. The mixture was stirred at room temperature for an hour and then at 80° C. for 2 hours. Thereafter, the reaction mixture was poured into ice water and then extracted with t-butyl methyl ether. The organic layer was washed successively with water, aqueous saturated sodium hydrogen carbonate and aqueous saturated sodium chloride, dried over anhydrous magnesium sulfate, and then con... Starting materials: COc1ccc(Cn2nnc(-c3cccc(C(=O)O)c3)n2)cc1, O=C(Cl)C(=O)Cl, ClCCl, CN(C)C=O. Yields the product COc1ccc(Cn2nnc(-c3cccc(C(=O)Cl)c3)n2)cc1. RXN SMILES: [CH3:1][O:2][c:3]1[cH:4][cH:5][c:6]([CH2:7][n:8]2[n:9][c:10](-[c:13]3[cH:14][c:15]([C:16](=[O:17])[OH:18])[cH:19][cH:20][cH:21]3)[n:11][n:12]2)[cH:22][cH:23]1.[Cl:24][C:25]([C:26]([Cl:27])=[O:28])=[O:29].[Cl:35][CH2:36][Cl:37].[O:30]=[CH:31][N:32]([CH3:33])[CH3:34]>>[CH3:1][O:2][c:3]1[cH:4][cH:5][c:6]([CH2:7][n:8]2[n:9][c:10](-[c:13]3[cH:14][c:15]([C:16](=[O:17])[Cl:24])[cH:19][cH:20][cH:21]3)[n:11][n:12]2)[cH:22][cH:23]1. Starting materials: [BH4-], CCOC(=O)Cc1ccc(N2C(=O)c3c(c(OCC)c4ccccc4c3OCC)C2=O)c(F)c1, CO, [Na+], C1CCOC1. Product: CCOC(=O)Cc1ccc(N2C(=O)c3c(c(OCC)c4ccccc4c3OCC)C2O)c(F)c1. Reaction SMILES: [BH4-:40].[CH2:1]([CH3:2])[O:3][c:4]1[c:5]2[c:6]([c:7]([O:28][CH2:29][CH3:30])[c:8]3[c:12]1[C:11](=[O:13])[N:10]([c:14]1[c:15]([F:26])[cH:16][c:17]([CH2:20][C:21](=[O:22])[O:23][CH2:24][CH3:25])[cH:18][cH:19]1)[C:9]3=[O:27])[cH:31][cH:32][cH:33][cH:34]2.[CH3:42][OH:43].[Na+:41].[O:35]1[CH2:36][CH2:37][CH2:38][CH2:39]1>>[CH2:1]([CH3:2])[O:3][c:4]1[c:5]2[c:6]([c:7]([O:28][CH2:29][CH3:30])[c:8]3[c:12]1[CH:11]([OH:13])[N:10]([c:14]1[c:15]([F:26])[cH:16][c:17]([CH2:20][C:21](=[O:22])[O:23][CH2:24][CH3:25])[cH:18][cH:19]1)[C:9]3=[O:27])[cH:31][cH:32][cH:33][cH:34]2. Reactants: CC(C)C(=O)Cl, ClCCl, CCN(C(C)C)C(C)C, COc1cc2c(Oc3ccc4[nH]c(C)cc4c3F)ncnc2cc1OCC1CCNCC1. Yields the product COc1cc2c(Oc3ccc4[nH]c(C)cc4c3F)ncnc2cc1OCC1CCN(C(=O)C(C)C)CC1. As a reaction SMILES: [C:10]([CH:11]([CH3:12])[CH3:13])(=[O:14])[Cl:15].[CH2:48]([Cl:49])[Cl:50].[CH:1]([N:2]([CH:3]([CH3:4])[CH3:5])[CH2:6][CH3:7])([CH3:8])[CH3:9].[F:16][c:17]1[c:18]2[cH:19][c:20]([CH3:47])[nH:21][c:22]2[cH:23][cH:24][c:25]1[O:26][c:27]1[n:28][cH:29][n:30][c:31]2[cH:32][c:33]([O:39][CH2:40][CH:41]3[CH2:42][CH2:43][NH:44][CH2:45][CH2:46]3)[c:34]([O:37][CH3:38])[cH:35][c:36]12>>[C:10]([CH:11]([CH3:12])[CH3:13])(=[O:14])[N:44]1[CH2:43][CH2:42][CH:41]([CH2:40][O:39][c:33]2[cH:32][c:31]3[n:30][cH:29][n:28][c:27]([O:26][c:25]4[c:17]([F:16])[c:18]5[cH:19][c:20]([CH3:47])[nH:21][c:22]5[cH:23][cH:24]4)[c:36]3[cH:35][c:34]2[O:37][CH3:38])[CH2:46][CH2:45]1. The reactants are C(C)(C)(C)OC(=O)NCC(=O)NC=1C=C(C=CC1)C1=CC(=CC=C1)C(=O)OC (methyl 3′-[(2-[[(tert-butoxy)carbonyl]amino]acetylamino)]-[1,1′-biphenyl]-3-carboxylate), solution, B (borane). The solvent is O1CCCC1 (tetrahydrofuran). Run at time 3 hour. Yields the product C(C)(C)(C)OC(=O)NCCNC=1C=C(C=CC1)C1=CC(=CC=C1)C(=O)OC (Methyl 3′-[(2-[[(tert-butoxy)carbonyl]amino]ethyl)amino]-[1,1′-biphenyl]-3-carboxylate). The yield is 48.0%. Reaction SMILES: [C:1]([O:5][C:6]([NH:8][CH2:9][C:10]([NH:12][C:13]1[CH:14]=[C:15]([C:19]2[CH:24]=[CH:23][CH:22]=[C:21]([C:25]([O:27][CH3:28])=[O:26])[CH:20]=2)[CH:16]=[CH:17][CH:18]=1)=O)=[O:7])([CH3:4])([CH3:3])[CH3:2].B>O1CCCC1>[C:1]([O:5][C:6]([NH:8][CH2:9][CH2:10][NH:12][C:13]1[CH:14]=[C:15]([C:19]2[CH:24]=[CH:23][CH:22]=[C:21]([C:25]([O:27][CH3:28])=[O:26])[CH:20]=2)[CH:16]=[CH:17][CH:18]=1)=[O:7])([CH3:4])([CH3:3])[CH3:2]. Procedure details: To methyl 3′-[(2-[[(tert-butoxy)carbonyl]amino]acetylamino)]-[1,1′-biphenyl]-3-carboxylate (1.6 g) 0° C. was added a 1.0 M solution of borane in tetrahydrofuran (30 mL). The mixture was warmed to room temperature and stirred for 3 h. The mixture was quenched with saturated aqueous sodium bicarbonate and concentrated to leave a cloudy liquid that was partitioned between ethyl acetate and saturated aqueous sodium bicarbonate. The separated organic layer was washed with brine, dried over sodium sul... Starting materials: O=C(N1CCc2c(O)ccc(Br)c2CC1)C(F)(F)F, CC(=O)OC(C)=O, CN(C)c1ccncc1, c1ccncc1. Yields the product CC(=O)Oc1ccc(Br)c2c1CCN(C(=O)C(F)(F)F)CC2. RXN SMILES: [Br:1][c:2]1[cH:3][cH:4][c:5]([OH:19])[c:6]2[c:7]1[CH2:8][CH2:9][N:10]([C:13]([C:14]([F:15])([F:16])[F:17])=[O:18])[CH2:11][CH2:12]2.[CH3:26][C:27](=[O:28])[O:29][C:30](=[O:31])[CH3:32].[CH3:33][N:34]([CH3:35])[c:36]1[cH:37][cH:38][n:39][cH:40][cH:41]1.[cH:20]1[cH:21][cH:22][n:23][cH:24][cH:25]1>>[Br:1][c:2]1[cH:3][cH:4][c:5]([O:19][C:27]([CH3:26])=[O:28])[c:6]2[c:7]1[CH2:8][CH2:9][N:10]([C:13]([C:14]([F:15])([F:16])[F:17])=[O:18])[CH2:11][CH2:12]2. The reactants are C(C)C1=CC=C(N)C=C1 (p-Ethylaniline), C(C)OC=C(C(=O)OCC)C(=O)OCC (diethyl ethoxymethylenemalonate). The product is C(C)OC(=O)C1=CNC2=CC=C(C=C2C1=O)CC (3-ethoxycarbonyl-6-ethyl-4(1H)-quinolone). The yield is 35.6%. As a reaction SMILES: [CH2:1]([C:3]1[CH:9]=[CH:8][C:6]([NH2:7])=[CH:5][CH:4]=1)[CH3:2].C([O:12][CH:13]=[C:14]([C:20](OCC)=O)[C:15]([O:17][CH2:18][CH3:19])=[O:16])C>>[CH2:18]([O:17][C:15]([C:14]1[C:13](=[O:12])[C:8]2[C:6](=[CH:5][CH:4]=[C:3]([CH2:1][CH3:2])[CH:9]=2)[NH:7][CH:20]=1)=[O:16])[CH3:19]. Reported procedure: p-Ethylaniline (5.0 g) and diethyl ethoxymethylenemalonate (10.7 g) were reacted in the same manner as in Experimental Example 1 to give 3-ethoxycarbonyl-6-ethyl-4(1H)-quinolone (3.6 g). The compound (2.8 g) was N-ethylated with potassium carbonate (2.3 g) and ethyl iodide (2.1 g) in the same manner as in Experimental Example 9 to give 1,6-diethyl-3-ethoxycarbonyl-4(1H)-quinolone (compound 85, 1.55 g).